Dataset: the Open Reaction Database (ORD), a public repository of structured organic reaction records. Task: describe an organic reaction: reactants, conditions, products, and yield Reactants: CCCCC (n-pentane), C(C)OC=1O[C@@H]2[C@H](N1)CCC1=CC=CC=C12 ((±) cis-2-ethoxy-3a,4,5,9b-tetrahydronapth[2,1-d]oxazole), C(C1=CC=CC=C1)C1=C(N)C=CC=C1 (2-benzylaniline), solution, C1(=CC=C(C=C1)S(=O)(=O)O)C (p-toluenesulfonic acid), C1(=CC=C(C=C1)S(=O)(=O)O)C (p-toluenesulfonic acid). The solvent is C1=CC=CC=C1 (benzene), C1(=CC=CC=C1)C (toluene). Run at temperature 50 celsius. The product is C(C1=CC=CC=C1)C1=C(N[C@H]2[C@@H](CCC3=CC=CC=C23)NC(=O)OCC)C=CC=C1 ((±) trans 1-(2-Benzylanilino)-2-ethoxycarbonylamino-1,2,3,4-tetrahydronaphthalene). Yield: 70.4%. As a reaction SMILES: [CH2:1]([O:3][C:4]1[O:5][C@H:6]2[C:16]3[C:11](=[CH:12][CH:13]=[CH:14][CH:15]=3)[CH2:10][CH2:9][C@H:7]2[N:8]=1)[CH3:2].[CH2:17]([C:24]1[CH:30]=[CH:29][CH:28]=[CH:27][C:25]=1[NH2:26])[C:18]1[CH:23]=[CH:22][CH:21]=[CH:20][CH:19]=1.C1(C)C=CC(S(O)(=O)=O)=CC=1.CCCCC>C1(C)C=CC=CC=1.C1C=CC=CC=1>[CH2:17]([C:24]1[CH:30]=[CH:29][CH:28]=[CH:27][C:25]=1[NH:26][C@@H:6]1[C:16]2[C:11](=[CH:12][CH:13]=[CH:14][CH:15]=2)[CH2:10][CH2:9][C@H:7]1[NH:8][C:4]([O:3][CH2:1][CH3:2])=[O:5])[C:18]1[CH:19]=[CH:20][CH:21]=[CH:22][CH:23]=1. Procedure: A solution of (±) cis-2-ethoxy-3a,4,5,9b-tetrahydronapth[2,1-d]oxazole (1.90 g, 8.76 mmol) in dry toluene (15 ml) was treated with 2-benzylaniline (1.60 g, 8.76 mmol) and a catalytic amount of p-toluenesulfonic acid (0.5 ml of an anhydrous 0.1M solution of p-toluenesulfonic acid in benzene). The mixture was heated at 50° C. for 1.5 h. The reaction was worked up as described in Preparation 5. Trituration with n-pentane afforded the title compound as a pale yellow solid (2.47 g). Reactants: N1CCOCC1 (morpholine), BrC/C=C/[Sn](CCCC)(CCCC)CCCC ([(1E)-3-bromoprop-1-enyl](tributyl)stannane). The solvent is CN(C)C=O (DMF). The product is C(CCC)[Sn](/C=C/CN1CCOCC1)(CCCC)CCCC (4-[(2E)-3-(tributylstannyl)prop-2-enyl]morpholine). As a reaction SMILES: [NH:1]1[CH2:6][CH2:5][O:4][CH2:3][CH2:2]1.Br[CH2:8]/[CH:9]=[CH:10]/[Sn:11]([CH2:20][CH2:21][CH2:22][CH3:23])([CH2:16][CH2:17][CH2:18][CH3:19])[CH2:12][CH2:13][CH2:14][CH3:15]>CN(C=O)C>[CH2:20]([Sn:11]([CH2:16][CH2:17][CH2:18][CH3:19])([CH2:12][CH2:13][CH2:14][CH3:15])/[CH:10]=[CH:9]/[CH2:8][N:1]1[CH2:6][CH2:5][O:4][CH2:3][CH2:2]1)[CH2:21][CH2:22][CH3:23]. Procedure: A solution of morpholine (637 mg) and [(1E)-3-bromoprop-1-enyl](tributyl)stannane (1.00 g) in dry DMF (8.0 mL) was stirred for 24 h at 20° C. The reaction mixture was quenched with saturated Na2SO4(aq.). Extraction with Et2O and drying (MgSO4) of the organic phase gave, after concentration in vacuo, the crude product. Purification was done by chromatography eluting with petroleum ether/EtOAc 10:1 to afford the title compound as a liquid. Starting materials: CC(=O)O, CC(C)N1CCC(=O)CC1, CC(C)c1cc(O)cc(O)c1, Cl. Product: CC(C)c1cc(O)c(C2=CCN(C(C)C)CC2)c(O)c1, Cl. RXN SMILES: [CH3:23][C:24](=[O:25])[OH:26].[CH:12]([CH3:13])([CH3:14])[N:15]1[CH2:16][CH2:17][C:18](=[O:21])[CH2:19][CH2:20]1.[CH:1]([CH3:2])([CH3:3])[c:4]1[cH:5][c:6]([OH:11])[cH:7][c:8]([OH:9])[cH:10]1.[ClH:22]>>[CH:1]([CH3:2])([CH3:3])[c:4]1[cH:5][c:6]([OH:11])[c:7]([C:18]2=[CH:17][CH2:16][N:15]([CH:12]([CH3:13])[CH3:14])[CH2:20][CH2:19]2)[c:8]([OH:9])[cH:10]1.[ClH:22].